From a dataset of the Open Reaction Database (ORD), a public repository of structured organic reaction records. describe an organic reaction: reactants, conditions, products, and yield The reactants are CC(C)(C)OC(=O)NC1CCC(CCN2CCC(C(=O)c3cc(Cl)ccc3Cl)CC2)CC1, O=C(O)C(F)(F)F. Yields the product NC1CCC(CCN2CCC(C(=O)c3cc(Cl)ccc3Cl)CC2)CC1. RXN SMILES: [C:1]([O:2][C:3](=[O:4])[NH:7][CH:8]1[CH2:9][CH2:10][CH:11]([CH2:14][CH2:15][N:16]2[CH2:17][CH2:18][CH:19]([C:22]([c:23]3[c:24]([Cl:30])[cH:25][cH:26][c:27]([Cl:29])[cH:28]3)=[O:31])[CH2:20][CH2:21]2)[CH2:12][CH2:13]1)([CH3:5])([CH3:6])[CH3:32].[OH:33][C:34]([C:35]([F:36])([F:37])[F:38])=[O:39]>>[NH2:7][CH:8]1[CH2:9][CH2:10][CH:11]([CH2:14][CH2:15][N:16]2[CH2:17][CH2:18][CH:19]([C:22]([c:23]3[c:24]([Cl:30])[cH:25][cH:26][c:27]([Cl:29])[cH:28]3)=[O:31])[CH2:20][CH2:21]2)[CH2:12][CH2:13]1.